This data is from the Open Reaction Database (ORD), a public repository of structured organic reaction records. The task is: describe an organic reaction: reactants, conditions, products, and yield The reactants are S(O)(O)(=O)=O (sulfuric acid), [N+](=O)([O-])C1=C(C(=O)O)C=CC(=C1)C(F)(F)F (2-nitro-4-trifluoromethylbenzoic acid), CO (methanol). Product: [N+](=O)([O-])C1=C(C(=O)OC)C=CC(=C1)C(F)(F)F (Methyl 2-nitro-4-trifluoromethylbenzoate). Yield: 99.0%. RXN SMILES: S(=O)(=O)(O)O.[N+:6]([C:9]1[CH:17]=[C:16]([C:18]([F:21])([F:20])[F:19])[CH:15]=[CH:14][C:10]=1[C:11]([OH:13])=[O:12])([O-:8])=[O:7].[CH3:22]O>>[N+:6]([C:9]1[CH:17]=[C:16]([C:18]([F:19])([F:20])[F:21])[CH:15]=[CH:14][C:10]=1[C:11]([O:13][CH3:22])=[O:12])([O-:8])=[O:7]. Procedure details: Add concentrated sulfuric acid (120 mL) dropwise to a solution of 2-nitro-4-trifluoromethylbenzoic acid (200 g, 850 mmol) in methanol (2 L) at room temperature under nitrogen and heat the mixture at reflux for 48 h. Cool the solution to room temperature and remove most of the solvent by evaporation at 45° C. under reduced pressure. Pour the turbid residue onto ice/water (2 L) and extract with ethyl acetate (2×1 L). Wash the combined organic extracts with brine (1 L), dry over anhydrous magnesium... The reactants are CC(C)(C)OC(=O)N1CCC(O)(c2ccc(C(F)(F)F)cc2CO[Si](C)(C)C(C)(C)C)CC1, [H-], CI, [Na+], C1CCOC1. Product: COC1(c2ccc(C(F)(F)F)cc2CO[Si](C)(C)C(C)(C)C)CCN(C(=O)OC(C)(C)C)CC1. Reaction SMILES: [C:1]([CH3:2])([CH3:3])([CH3:4])[Si:5]([O:6][CH2:7][c:8]1[c:9]([C:18]2([OH:31])[CH2:19][CH2:20][N:21]([C:24](=[O:25])[O:26][C:27]([CH3:28])([CH3:29])[CH3:30])[CH2:22][CH2:23]2)[cH:10][cH:11][c:12]([C:14]([F:15])([F:16])[F:17])[cH:13]1)([CH3:32])[CH3:33].[H-:34].[I:36][CH3:37].[Na+:35].[O:38]1[CH2:39][CH2:40][CH2:41][CH2:42]1>>[C:1]([CH3:2])([CH3:3])([CH3:4])[Si:5]([O:6][CH2:7][c:8]1[c:9]([C:18]2([O:31][CH3:37])[CH2:19][CH2:20][N:21]([C:24](=[O:25])[O:26][C:27]([CH3:28])([CH3:29])[CH3:30])[CH2:22][CH2:23]2)[cH:10][cH:11][c:12]([C:14]([F:15])([F:16])[F:17])[cH:13]1)([CH3:32])[CH3:33]. Procedure: Epoxide ring opening of 2,2-dipropyloxirane with 3-(3-aminophenyl)-3-(tert-butyldimethylsilyloxy)propanenitrile following the method used in Example 67 gave 3-(tert-butyldimethylsilyloxy)-3-(3-((1-hydroxycyclohexyl)methylamino)phenyl)propanenitrile as a colorless oil. Yield (1.5 g, 56%); 1H NMR (400 MHz, DMSO-d6) δ 7.01 (t, J=7.6 Hz, 1H), 6.63 (s, 1H), 6.57 (d, J=7.6 Hz, 1H), 6.52 (d, J=7.6 Hz, 1H), 5.22 (t, J=5.2 Hz, 1H), 4.91 (t, J=6.4 Hz, 1H), 4.21 (s, 1H), 2.84 (d, J=5.6 Hz, 2H), 2.78-2.75 (... Starting materials: C(CC)C1(OC1)CCC (2,2-dipropyloxirane), NC=1C=C(C=CC1)C(CC#N)O[Si](C)(C)C(C)(C)C (3-(3-aminophenyl)-3-(tert-butyldimethylsilyloxy)propanenitrile). Product: [Si](C)(C)(C(C)(C)C)OC(CC#N)C1=CC(=CC=C1)NCC1(CCCCC1)O (3-(tert-butyldimethylsilyloxy)-3-(3-((1-hydroxycyclohexyl)methylamino)phenyl)propanenitrile). Reaction SMILES: [CH2:1]([C:4]1([CH2:7][CH2:8][CH3:9])[CH2:6][O:5]1)[CH2:2]C.[NH2:10][C:11]1[CH:12]=[C:13]([CH:17]([O:21][Si:22]([C:25]([CH3:28])([CH3:27])[CH3:26])([CH3:24])[CH3:23])[CH2:18][C:19]#[N:20])[CH:14]=[CH:15][CH:16]=1>>[Si:22]([O:21][CH:17]([C:13]1[CH:14]=[CH:15][CH:16]=[C:11]([NH:10][CH2:6][C:4]2([OH:5])[CH2:1][CH2:2][CH2:9][CH2:8][CH2:7]2)[CH:12]=1)[CH2:18][C:19]#[N:20])([C:25]([CH3:27])([CH3:28])[CH3:26])([CH3:24])[CH3:23]. Reactants: COC1=CC=C(C=C1)NC(C1=C(C=CC=C1F)N)=O (N-(4-methoxyphenyl)-2-amino-6-fluorobenzamide), C(C)(C)(C)C1=CC=C(C(=O)Cl)C=C1 (4-tert-butylbenzoyl chloride). Product: C(C)(C)(C)C1=CC=C(C(=O)NC2=C(C(=O)NC3=CC=C(C=C3)OC)C(=CC=C2)F)C=C1 (2-[(4-tert-Butylbenzoyl)amino]-N-(4-methoxyphenyl)-6-fluorobenzamide). Yield: 66.3%. RXN SMILES: [CH3:1][O:2][C:3]1[CH:8]=[CH:7][C:6]([NH:9][C:10](=[O:19])[C:11]2[C:16]([F:17])=[CH:15][CH:14]=[CH:13][C:12]=2[NH2:18])=[CH:5][CH:4]=1.[C:20]([C:24]1[CH:32]=[CH:31][C:27]([C:28](Cl)=[O:29])=[CH:26][CH:25]=1)([CH3:23])([CH3:22])[CH3:21]>>[C:20]([C:24]1[CH:25]=[CH:26][C:27]([C:28]([NH:18][C:12]2[CH:13]=[CH:14][CH:15]=[C:16]([F:17])[C:11]=2[C:10]([NH:9][C:6]2[CH:7]=[CH:8][C:3]([O:2][CH3:1])=[CH:4][CH:5]=2)=[O:19])=[O:29])=[CH:31][CH:32]=1)([CH3:23])([CH3:21])[CH3:22]. Procedure details: Using the procedure described in Example 93, Part A, N-(4-methoxyphenyl)-2-amino-6-fluorobenzamide (1.9 mmol) and 4-tert-butylbenzoyl chloride (2.1 mmol) yielded 530 mg (65%) of the title compound. The reactants are CCN=C=NCCCN(C)C, CCN(C(C)C)C(C)C, Cl, Cl, NCc1ccc([N+](=O)[O-])cc1, CN(C)C=O, O, O, O=C(O)c1ccc2cccnc2c1O, On1nnc2ccccc21. Yields the product O=C(NCc1ccc([N+](=O)[O-])cc1)c1ccc2cccnc2c1O. RXN SMILES: [CH3:37][N:38]([CH3:39])[CH2:40][CH2:41][CH2:42][N:43]=[C:44]=[N:45][CH2:46][CH3:47].[CH:27]([N:28]([CH:29]([CH3:30])[CH3:31])[CH2:32][CH3:33])([CH3:34])[CH3:35].[ClH:15].[ClH:36].[N+:16](=[O:17])([O-:18])[c:19]1[cH:20][cH:21][c:22]([CH2:23][NH2:24])[cH:25][cH:26]1.[O:60]=[CH:61][N:62]([CH3:63])[CH3:64].[OH2:48].[OH2:59].[OH:1][c:2]1[c:3]([C:12](=[O:13])[OH:14])[cH:4][cH:5][c:6]2[cH:7][cH:8][cH:9][n:10][c:11]12.[OH:49][n:50]1[c:51]2[cH:52][cH:53][cH:54][cH:55][c:56]2[n:57][n:58]1>>[OH:1][c:2]1[c:3]([C:12](=[O:14])[NH:24][CH2:23][c:22]2[cH:21][cH:20][c:19]([N+:16](=[O:17])[O-:18])[cH:26][cH:25]2)[cH:4][cH:5][c:6]2[cH:7][cH:8][cH:9][n:10][c:11]12. Starting materials: C(#N)NC(CCSCC=1N=C(SC1)NC(=N)N)=N (N-cyano-3-[(2-guanidinothiazol-4-yl)-methylthio]propionamidine), CCOCC (ether), Cl (hydrogen chloride), ice water. The solvent is C(C)O (ethanol), C(C)O (ethanol), C(Cl)(Cl)Cl (chloroform). Conditions: time 8 hour. Yields the product C(N)(=O)NC(CCSCC=1N=C(SC1)NC(=N)N)=N (N-carbamoyl-3-[(2-guanidinothiazol-4-yl)methylthio]propionamidine). Reaction SMILES: [C:1]([NH:3][C:4](=[NH:18])[CH2:5][CH2:6][S:7][CH2:8][C:9]1[N:10]=[C:11]([NH:14][C:15]([NH2:17])=[NH:16])[S:12][CH:13]=1)#[N:2].Cl.CC[O:22]CC>C(O)C.C(Cl)(Cl)Cl>[C:1]([NH:3][C:4](=[NH:18])[CH2:5][CH2:6][S:7][CH2:8][C:9]1[N:10]=[C:11]([NH:14][C:15]([NH2:17])=[NH:16])[S:12][CH:13]=1)(=[O:22])[NH2:2]. Procedure: In a mixture of 15 ml of ethanol and 10 ml of chloroform was dissolved 0.5 g of N-cyano-3-[(2-guanidinothiazol-4-yl)-methylthio]propionamidine and after passing through the solution a dry hydrogen chloride gas for 1.5 hours under cooling by ice water, the reaction mixture was concentrated under reduced pressure. To the residue was added 10 ml of ethanol, the mixture was concentrated again under reduced pressure. The residue formed was dissolved in a small amount of ethanol and after adding there... Reactants: Cl.FC=1C=C2C(=NC=NC2=CC1)NC1=CC(=CC=C1)C (6-fluoro-4-(3-methylanilino)quinazoline hydrochloride salt), N1=CNC2=C1C=CC=C2 (benzimidazole), C([O-])([O-])=O.[K+].[K+] (potassium carbonate). Solvent: CN(C)C=O (DMF). Run at temperature 150 celsius. Yields the product N1(C=NC2=C1C=CC=C2)C=2C=C1C(=NC=NC1=CC2)NC2=CC(=CC=C2)C (6-(1-benzimidazolyl)-4-(3-methylanilino)quinazoline). The yield is 47.5%. Reaction SMILES: Cl.F[C:3]1[CH:4]=[C:5]2[C:10](=[CH:11][CH:12]=1)[N:9]=[CH:8][N:7]=[C:6]2[NH:13][C:14]1[CH:19]=[CH:18][CH:17]=[C:16]([CH3:20])[CH:15]=1.[N:21]1[C:25]2[CH:26]=[CH:27][CH:28]=[CH:29][C:24]=2[NH:23][CH:22]=1.C(=O)([O-])[O-].[K+].[K+]>CN(C=O)C>[N:21]1([C:3]2[CH:4]=[C:5]3[C:10](=[CH:11][CH:12]=2)[N:9]=[CH:8][N:7]=[C:6]3[NH:13][C:14]2[CH:19]=[CH:18][CH:17]=[C:16]([CH3:20])[CH:15]=2)[C:25]2[CH:26]=[CH:27][CH:28]=[CH:29][C:24]=2[N:23]=[CH:22]1 |f:0.1,3.4.5|. Procedure: A mixture of 6-fluoro-4-(3-methylanilino)quinazoline hydrochloride salt (0.347 g), benzimidazole (0.33 g), potassium carbonate (0.78 g) and DMF (7 ml) was stirred and heated at 150° C. for 24 hours. The mixture was evaporated and the residue was suspended in a mixture of methylene chloride and methanol. The suspension was filtered and the filtrate was evaporated to give a solid which was washed with ethyl acetate and purified by column chromatography using a 24:1 mixture of methylene chloride an... Starting materials: solid, OC1=CC=C(C=C1)CCC(=O)O (3-(4-hydroxyphenyl)-propionic acid), OC1=CC=CC=2NN=NC21 (hydroxybenzotriazole), CN1CCOCC1 (4-methylmorpholine), C(C)(C)(C)OC(=O)N[C@@H](C(C)C)C(=O)N[C@@H](C)C(=O)NC1CC(OC1OCC1=CC=CC=C1)=O (N-(Tert-butoxycarbonyl-valinyl-alaninyl)-4-amino-5-benzyloxy-2-oxotetrahydrofuran), C(C)N=C=NCCCN(C)C (Ethyl dimethylaminopropyl carbodiimide). Solvent: CN(C=O)C (dimethyl formamide), C(C)(=O)OCC (ethyl acetate), FC(C(=O)O)(F)F (trifluoroacetic acid). Conditions: time 15 minute. Product: C1(=CC=CC=C1)CCC(=O)N[C@@H](C(C)C)C(=O)N[C@@H](C)C(=O)NC(CC(=O)O)C=O (N-(3-phenylpropionyl-valinyl-alaninyl)-3-amino-4-oxobutanoic acid). RXN SMILES: C(OC([NH:8][C@H:9]([C:13]([NH:15][C@H:16]([C:18]([NH:20][CH:21]1[CH:25]([O:26]CC2C=CC=CC=2)[O:24][C:23](=[O:34])[CH2:22]1)=[O:19])[CH3:17])=[O:14])[CH:10]([CH3:12])[CH3:11])=O)(C)(C)C.O[C:36]1[CH:41]=[CH:40][C:39]([CH2:42][CH2:43][C:44]([OH:46])=O)=[CH:38][CH:37]=1.OC1C2N=NNC=2C=CC=1.CN1CCOCC1.C(N=C=NCCCN(C)C)C>FC(F)(F)C(O)=O.C(OCC)(=O)C.CN(C)C=O>[C:39]1([CH2:42][CH2:43][C:44]([NH:8][C@H:9]([C:13]([NH:15][C@H:16]([C:18]([NH:20][CH:21]([CH:25]=[O:26])[CH2:22][C:23]([OH:34])=[O:24])=[O:19])[CH3:17])=[O:14])[CH:10]([CH3:11])[CH3:12])=[O:46])[CH:38]=[CH:37][CH:36]=[CH:41][CH:40]=1. Reported procedure: N-(Tert-butoxycarbonyl-valinyl-alaninyl)-4-amino-5-benzyloxy-2-oxotetrahydrofuran (590.4 mg) was dissolved in 15 mL of trifluoroacetic acid, aged for 15 minutes, and concentrated. The residue was dissolved in methanol, diluted with toluene and concentrated to give a colorless solid. To 202.6 mg of this solid was added 3-(4-hydroxyphenyl)-propionic acid (137 mg, 0.8245 mmol), hydroxybenzotriazole (111 mg, 0.8245 mmol), dimethyl formamide (3 mL), and 4-methylmorpholine (45 μL, 0.4122 mmol). Ethyl ...